From a dataset of the Open Reaction Database (ORD), a public repository of structured organic reaction records. describe an organic reaction: reactants, conditions, products, and yield The reactants are C(C)[C@H]1OC2=C(N(C1=O)CC)C=CC(=C2)C(=O)O ((R)-2,4-diethyl-3-oxo-3,4-dihydro-2H-1,4-benzoxazine-7-carboxylic acid), S(=O)(Cl)Cl (thionyl chloride). Yields the product C(C)[C@H]1OC2=C(N(C1=O)CC)C=CC(=C2)C(=O)Cl ((R)-2,4-diethyl-3-oxo-3,4-dihydro-2H-1,4-benzoxazine-7-carbonyl chloride). As a reaction SMILES: [CH2:1]([C@@H:3]1[C:8](=[O:9])[N:7]([CH2:10][CH3:11])[C:6]2[CH:12]=[CH:13][C:14]([C:16]([OH:18])=O)=[CH:15][C:5]=2[O:4]1)[CH3:2].S(Cl)([Cl:21])=O>>[CH2:1]([C@@H:3]1[C:8](=[O:9])[N:7]([CH2:10][CH3:11])[C:6]2[CH:12]=[CH:13][C:14]([C:16]([Cl:21])=[O:18])=[CH:15][C:5]=2[O:4]1)[CH3:2]. Procedure: A mixture of (R)-2,4-diethyl-3-oxo-3,4-dihydro-2H-1,4-benzoxazine-7-carboxylic acid (1.0 g) in thionyl chloride (10 ml) was stirred under reflux for 2 hours. Thionyl chloride was distilled off under reduced pressure to give (R)-2,4-diethyl-3-oxo-3,4-dihydro-2H-1,4-benzoxazine-7-carbonyl chloride (1.14 g). Starting materials: CN1CC2=C(C(CC1)O)C=CO2 (7-methyl-5,6,7,8-tetrahydro-4H-furo[2,3-c]azepin-4-ol), ClC=1C=C(C#N)C=CC1F (3-chloro-4-fluorobenzonitrile). Yields the product Cl.ClC1=C(C=CC(=C1)C#N)OC1C2=C(CN(CC1)C)OC=C2 (4-(2-Chloro-4-cyanophenyloxy)-7-methyl-5,6,7,8-tetrahydro-4H-furo[2,3-c]azepine hydrochloride). As a reaction SMILES: [CH3:1][N:2]1[CH2:8][CH2:7][CH:6]([OH:9])[C:5]2[CH:10]=[CH:11][O:12][C:4]=2[CH2:3]1.[Cl:13][C:14]1[CH:15]=[C:16]([CH:19]=[CH:20][C:21]=1F)[C:17]#[N:18]>>[ClH:13].[Cl:13][C:14]1[CH:15]=[C:16]([C:17]#[N:18])[CH:19]=[CH:20][C:21]=1[O:9][CH:6]1[CH2:7][CH2:8][N:2]([CH3:1])[CH2:3][C:4]2[O:12][CH:11]=[CH:10][C:5]1=2 |f:2.3|. Procedure details: The same method as in Example 3 was conducted using 7-methyl-5,6,7,8-tetrahydro-4H-furo[2,3-c]azepin-4-ol (Reference Example 19) instead of 6-methyl-4,5,6,7-tetrahydrothieno[2,3-c]pyridin-4-ol (Reference Example 6) and was conducted using 3-chloro-4-fluorobenzonitrile instead of 1,3-difluorobenzene to give the objective compound. The reactants are BrC1=NN(C(=C1[N+](=O)[O-])Br)CCO (3,5-dibromo-1-(2'-hydroxyethyl)-4-nitropyrazole), solution, CN (methylamine). Run in O (water). The product is BrC1=NN(C(=C1[N+](=O)[O-])NC)CCO (3-bromo-1-(2'hydroxyethyl)-5-methylamino-4-nitropyrazole). Yield: 91.0%. As a reaction SMILES: [Br:1][C:2]1[C:6]([N+:7]([O-:9])=[O:8])=[C:5](Br)[N:4]([CH2:11][CH2:12][OH:13])[N:3]=1.[CH3:14][NH2:15]>O>[Br:1][C:2]1[C:6]([N+:7]([O-:9])=[O:8])=[C:5]([NH:15][CH3:14])[N:4]([CH2:11][CH2:12][OH:13])[N:3]=1. Procedure details: 3.15 g (10 mmoles) of 3,5-dibromo-1-(2'-hydroxyethyl)-4-nitropyrazole are heated in 70 ml of a 30-percent solution of methylamine in water for 1 hour at 60° C. After cooling, the product precipitates in the form of bright yellow crystals with a melting point of 158° to 160° C. 2.4 g (91 percent of theory) of 3-bromo-1-(2'hydroxyethyl)-5-methylamino-4-nitropyrazole are obtained. The reactants are [H-].[Na+] (sodium hydride), C1CCOC1 (THF), N1=CC(=CC2=CC=CC=C12)C1=NCC(NC2=C1C=CC=C2)=O (5-(3-quinolinyl)-1,3-dihydro-2H-1,4-benzodiazepin-2-one), CI (methyl iodide). Yield: 53.0%. Conditions: time 20 minute. The product is CN1C(CN=C(C2=C1C=CC=C2)C=2C=NC1=CC=CC=C1C2)=O (1-methyl-5-(3-quinolinyl)-1,3-dihydro-2H-1,4-benzodiazepin-2-one). RXN SMILES: [H-].[Na+].[CH2:3]1COCC1.[N:8]1[C:17]2[C:12](=[CH:13][CH:14]=[CH:15][CH:16]=2)[CH:11]=[C:10]([C:18]2[C:24]3[CH:25]=[CH:26][CH:27]=[CH:28][C:23]=3[NH:22][C:21](=[O:29])[CH2:20][N:19]=2)[CH:9]=1.CI>O>[CH3:3][N:22]1[C:23]2[CH:28]=[CH:27][CH:26]=[CH:25][C:24]=2[C:18]([C:10]2[CH:9]=[N:8][C:17]3[C:12]([CH:11]=2)=[CH:13][CH:14]=[CH:15][CH:16]=3)=[N:19][CH2:20][C:21]1=[O:29] |f:0.1|. The solvent is O (water). Reported procedure: 60% sodium hydride (62.8 mg, 1.57 mmol) was added to 25 mL of THF solution of 5-(3-quinolinyl)-1,3-dihydro-2H-1,4-benzodiazepin-2-one (0.30 g, 1.04 mmol) at 0° C., followed by stirring at the same temperature for 20 minutes. Moreover, methyl iodide (0.18 g, 1.25 mmol) was added to the resulting solution, followed by bringing back to room temperature and stirring for 12 hours. 20 mL of water was slowly added to the reaction solution to stop the reaction. The resulting solution was extracted twice... As a reaction SMILES: [Br:1][c:2]1[cH:3][c:4]([N+:9](=[O:10])[O-:11])[c:5]([F:8])[cH:6][cH:7]1.[Cl:12][c:13]1[c:14]([NH2:15])[cH:16][cH:17][cH:18][cH:19]1.[Cl:22][CH2:23][Cl:24].[F-:20].[K+:21]>>[Br:1][c:2]1[cH:3][c:4]([N+:9](=[O:10])[O-:11])[c:5]([NH:15][c:14]2[c:13]([Cl:12])[cH:19][cH:18][cH:17][cH:16]2)[cH:6][cH:7]1. The reactants are O=[N+]([O-])c1cc(Br)ccc1F, Nc1ccccc1Cl, ClCCl, [F-], [K+]. Product: O=[N+]([O-])c1cc(Br)ccc1Nc1ccccc1Cl. Starting materials: C(=O)([O-])[O-].[K+].[K+] (K2CO3), OC=1C(=CC=2CC[C@H]3[C@@H]4CC[C@@H]([C@@]4(C)CC[C@@H]3C2C1)OCC1=CC=CC=C1)OCC1=CC=CC=C1 (2--Hydroxy-3,17β-Dibenzyloxyestra-1,3,5(10)-Triene), C(F)(F)(F)CI (CF3CH2I), C(=O)([O-])[O-].[K+].[K+] (K2CO3), C(F)(F)(F)CI (CF3CH2I). The solvent is CN(C)C=O (DMF). Run at temperature 110 celsius. Yields the product C(C1=CC=CC=C1)OC([C@@]12CCC[C@H]1[C@@H]1CCC=3C=CC=CC3[C@H]1CC2)OCC2=CC=CC=C2 (Dibenzyloxyestra-1,3,5(10)-Triene). The yield is 233.9%. As a reaction SMILES: [C:1]([O-:4])([O-])=O.[K+].[K+].O[C:8]1[C:9](OCC2C=CC=CC=2)=[CH:10][C:11]2[CH2:12][CH2:13][C@@H:14]3[C@@H:23]([C:24]=2[CH:25]=1)[CH2:22][CH2:21][C@@:19]1([CH3:20])[C@H:15]3[CH2:16][CH2:17][C@@H:18]1[O:26][CH2:27]C1C=CC=CC=1.[C:42]([CH2:46]I)(F)(F)F>CN(C=O)C>[CH2:1]([O:4][CH:18]([O:26][CH2:27][C:42]1[CH:46]=[CH:15][CH:14]=[CH:13][CH:12]=1)[C@:19]12[CH2:21][CH2:22][C@H:23]3[C@@H:14]([CH2:13][CH2:12][C:11]4[CH:10]=[CH:9][CH:8]=[CH:25][C:24]=43)[C@@H:15]1[CH2:16][CH2:17][CH2:20]2)[C:8]1[CH:9]=[CH:10][CH:11]=[CH:24][CH:25]=1 |f:0.1.2|. Procedure: Powdered K2CO3 (1.5 g, 11 mmol) was added to a solution of estradiol (6) (4.0 g, 8.5 mmol) in anhydrous DMF (50 mL) followed by dropwise addition of CF3CH2I (5.0 mL, 51 mmol) at room temperature. The resulting reaction mixture was heated at 110° C. for 3 h. Additional K2CO3 (2.5 g) and CF3CH2I (6 mL) were added, and the mixture was heated again at 130° C. for 2 h. The mixture was cooled in an ice bath and poured onto ice cold 3N HCl (125 mL). The aqueous layer was extracted with ether (2×200 mL)... Starting materials: ClCCC1=C(N=C2N(C1=O)C=CC=C2)C (3-(2-chloroethyl)-2-methyl-4H-pyrido[1,2-a]pyrimidin-4-one), Br.Br.Br.N1CCC(CC1)NC1=NC2=C(N1CC1=NC=CN=C1)C=CC=C2 (N-(4-piperidinyl)-1-(2-pyrazinylmethyl)-1H-benzimidazol-2-amine trihydrobromide), C([O-])([O-])=O.[Na+].[Na+] (sodium carbonate), [I-].[K+] (potassium iodide). Solvent: CN(C(C)=O)C (N,N-dimethylacetamide), O (water). Reaction conditions: temperature 80 celsius. The product is CC=1N=C2N(C(C1CCN1CCC(CC1)NC1=NC3=C(N1CC1=NC=CN=C1)C=CC=C3)=O)C=CC=C2 (2-methyl-3-[2-[4-[[1-(2-pyrazinylmethyl)-1H-benzimidazol-2-yl]amino]-1-piperidinyl]ethyl]-4H-pyrido-[1,2-a]pyrimidin-4-one). The yield is 67.4%. RXN SMILES: Cl[CH2:2][CH2:3][C:4]1[C:9](=[O:10])[N:8]2[CH:11]=[CH:12][CH:13]=[CH:14][C:7]2=[N:6][C:5]=1[CH3:15].Br.Br.Br.[NH:19]1[CH2:24][CH2:23][CH:22]([NH:25][C:26]2[N:30]([CH2:31][C:32]3[CH:37]=[N:36][CH:35]=[CH:34][N:33]=3)[C:29]3[CH:38]=[CH:39][CH:40]=[CH:41][C:28]=3[N:27]=2)[CH2:21][CH2:20]1.C(=O)([O-])[O-].[Na+].[Na+].[I-].[K+]>O.CN(C)C(=O)C>[CH3:15][C:5]1[N:6]=[C:7]2[CH:14]=[CH:13][CH:12]=[CH:11][N:8]2[C:9](=[O:10])[C:4]=1[CH2:3][CH2:2][N:19]1[CH2:20][CH2:21][CH:22]([NH:25][C:26]2[N:30]([CH2:31][C:32]3[CH:37]=[N:36][CH:35]=[CH:34][N:33]=3)[C:29]3[CH:38]=[CH:39][CH:40]=[CH:41][C:28]=3[N:27]=2)[CH2:23][CH2:24]1 |f:1.2.3.4,5.6.7,8.9|. Procedure: A mixture of 3.15 parts of 3-(2-chloroethyl)-2-methyl-4H-pyrido[1,2-a]pyrimidin-4-one, 8.26 parts of N-(4-piperidinyl)-1-(2-pyrazinylmethyl)-1H-benzimidazol-2-amine trihydrobromide, 6.4 parts of sodium carbonate, 0.1 parts of potassium iodide and 90 parts of N,N-dimethylacetamide was stirred and heated overnight at 80° C. The reaction mixture was poured into water. The product was extracted with trichloromethane. The extract was dried, filtered and evaporated. The residue was purified by column ... Starting materials: CS(=O)(=O)N (methanesulfonamide), (1S,2S)-(+)-N,N′-dimethylcyclohexanr-1,2-diamine, O[Li].O (LiOH.H2O), C(C)(C)(C)O[C@H](C(=O)OC)C1=C2N3CCC(OCCCC[C@@H](OC=4C=C(C(=CC4C4=CC=CC(C5=C(N2C(C(=C1C)Br)=N5)Br)=C4)F)C)C)(CC3)C (methyl(2S)-2-(tert-butoxy)-2-[(22S)-5,8-dibromo-17-fluoro-4,18,22,28-tetramethyl-21,27-dioxa-1,7,34-triazahexacyclo[26.2.2.16,9.110,14.02,7.015,20]tetratriaconta-2,4,6(34),8,10(33),11,13,15(20),16,18-decaen-3-yl]acetate), CS(=O)(=O)N (methanesulfonamide), C(=O)([O-])[O-].[K+].[K+] (K2CO3), (1S,2S)-(+)-N,N′-dimethylcyclohexanr-1,2-diamine. Reagents/catalysts: [Cu]I (CuI), [Cu]I (CuI). Run in O (water), CN(C)C=O (DMF). Reaction conditions: temperature 100 celsius, time 24 hour. Yields the product C(C)(C)(C)O[C@H](C(=O)O)C1=C2N3CCC(OCCCC[C@@H](OC=4C=C(C(=CC4C4=CC=CC(C5=CN2C(C(=C1C)NS(=O)(=O)C)=N5)=C4)F)C)C)(CC3)C ((2S)-2-(tert-Butoxy)-2-[(22S)-17-fluoro-5-methanesulfonamido-4,18,22,28-tetramethyl-21,27-dioxa-1,7,34-triazahexacyclo[26.2.2.16,9.110,14.02,7.015,20]tetratriaconta-2,4,6(34),8,10(33),11,13,15(20),16,18-decaen-3-yl]acetic acid). The yield is 12.8%. As a reaction SMILES: [C:1]([O:5][C@@H:6]([C:11]1[C:40]([CH3:41])=[C:39](Br)[C:38]2=[N:43][C:35]3=[C:36](Br)[N:37]2[C:12]=1[N:13]1[CH2:50][CH2:49][C:16]([CH3:51])([O:17][CH2:18][CH2:19][CH2:20][CH2:21][C@H:22]([CH3:48])[O:23][C:24]2[CH:25]=[C:26]([CH3:47])[C:27]([F:46])=[CH:28][C:29]=2[C:30]2[CH:45]=[C:34]3[CH:33]=[CH:32][CH:31]=2)[CH2:15][CH2:14]1)[C:7]([O:9]C)=[O:8])([CH3:4])([CH3:3])[CH3:2].[CH3:52][S:53]([NH2:56])(=[O:55])=[O:54].C([O-])([O-])=O.[K+].[K+].O[Li].O>CN(C=O)C.[Cu]I.O>[C:1]([O:5][C@@H:6]([C:11]1[C:40]([CH3:41])=[C:39]([NH:56][S:53]([CH3:52])(=[O:55])=[O:54])[C:38]2=[N:43][C:35]3=[CH:36][N:37]2[C:12]=1[N:13]1[CH2:50][CH2:49][C:16]([CH3:51])([O:17][CH2:18][CH2:19][CH2:20][CH2:21][C@H:22]([CH3:48])[O:23][C:24]2[CH:25]=[C:26]([CH3:47])[C:27]([F:46])=[CH:28][C:29]=2[C:30]2[CH:45]=[C:34]3[CH:33]=[CH:32][CH:31]=2)[CH2:15][CH2:14]1)[C:7]([OH:9])=[O:8])([CH3:2])([CH3:3])[CH3:4] |f:2.3.4,5.6|. Reported procedure: To a solution of methyl(2S)-2-(tert-butoxy)-2-[(22S)-5,8-dibromo-17-fluoro-4,18,22,28-tetramethyl-21,27-dioxa-1,7,34-triazahexacyclo[26.2.2.16,9.110,14.02,7.015,20]tetratriaconta-2,4,6(34),8,10(33),11,13,15(20),16,18-decaen-3-yl]acetate (21 mg, 0.025 mmol, 1 equiv), methanesulfonamide (7 mg, 0.076 mmol, 3 equiv), CuI (7 mg, 0.038 mmol, 1.5 equiv), and K2CO3 (14 mg, 0.101 mmol, 4 equiv) in DMF (1.3 mL) was added (1S,2S)-(+)-N,N′-dimethylcyclohexanr-1,2-diamine (0.012 mL, 0.076 mmol, 3 equiv). The...